This data is from the Open Reaction Database (ORD), a public repository of structured organic reaction records. The task is: describe an organic reaction: reactants, conditions, products, and yield Reactants: N1C=NC(=C1)C=1C(=NOC1C(F)(F)F)C1=CC=CC=C1 (4-(1H-imidazol-4-yl)-3-phenyl-5-trifluoromethyl-isoxazole), FC1=CC=C(C=C1)C(F)(F)F (4-fluorobenzotrifluoride), C([O-])([O-])=O.[K+].[K+] (potassium carbonate), O (water). Run in CN(C)C=O (DMF). Run at temperature 120 celsius. Yields the product C1(=CC=CC=C1)C1=NOC(=C1C=1N=CN(C1)C1=CC=C(C=C1)C(F)(F)F)C(F)(F)F (3-Phenyl-5-trifluoromethyl-4-[1-(4-trifluoromethyl-phenyl)-1H-imidazol-4-yl]-isoxazole). Yield: 64.3%. Reaction SMILES: [NH:1]1[CH:5]=[C:4]([C:6]2[C:7]([C:15]3[CH:20]=[CH:19][CH:18]=[CH:17][CH:16]=3)=[N:8][O:9][C:10]=2[C:11]([F:14])([F:13])[F:12])[N:3]=[CH:2]1.F[C:22]1[CH:27]=[CH:26][C:25]([C:28]([F:31])([F:30])[F:29])=[CH:24][CH:23]=1.C(=O)([O-])[O-].[K+].[K+].O>CN(C=O)C>[C:15]1([C:7]2[C:6]([C:4]3[N:3]=[CH:2][N:1]([C:22]4[CH:27]=[CH:26][C:25]([C:28]([F:31])([F:30])[F:29])=[CH:24][CH:23]=4)[CH:5]=3)=[C:10]([C:11]([F:14])([F:12])[F:13])[O:9][N:8]=2)[CH:16]=[CH:17][CH:18]=[CH:19][CH:20]=1 |f:2.3.4|. Reported procedure: To a solution of 4-(1H-imidazol-4-yl)-3-phenyl-5-trifluoromethyl-isoxazole (69.8 mg, 0.25 mmol) in DMF (1.0 mL) was added 4-fluorobenzotrifluoride (32 μL, 41 mg, 0.25 mmol) and potassium carbonate (69.1 mg, 0.5 mmol) and the resulting mixture heated at 120° C. overnight. The resulting mixture was then poured into water and extracted with ethyl acetate which was then washed with brine, dried over sodium sulphate and evaporated. Purification by chromatography (SiO2, heptane:ethyl acetate=60:40) af... The reactants are Clc1ccc(Br)cc1Cl, CC(C)(C)OC(=O)N1CCC(=O)C1, [Mg], C1CCOC1. Product: CC(C)(C)OC(=O)N1CCC(O)(c2ccc(Cl)c(Cl)c2)C1. As a reaction SMILES: [Br:1][c:2]1[cH:3][c:4]([Cl:9])[c:5]([Cl:8])[cH:6][cH:7]1.[C:11](=[O:12])([O:13][C:14]([CH3:15])([CH3:16])[CH3:17])[N:18]1[CH2:19][C:20](=[O:23])[CH2:21][CH2:22]1.[Mg:10].[O:24]1[CH2:25][CH2:26][CH2:27][CH2:28]1>>[c:2]1([C:20]2([OH:23])[CH2:19][N:18]([C:11](=[O:12])[O:13][C:14]([CH3:15])([CH3:16])[CH3:17])[CH2:22][CH2:21]2)[cH:3][c:4]([Cl:9])[c:5]([Cl:8])[cH:6][cH:7]1. Reactants: [I-].[Na+] (sodium iodide), Cl (hydrochloric acid), FC1=CC=C(CCl)C=C1 (4-fluorobenzyl chloride), NC1=C(C(=O)OC(C)(C)C)C=CC(=C1)C1=CC=CC=C1 (tert-butyl 2-amino-4-phenylbenzoate), C([O-])([O-])=O.[K+].[K+] (potassium carbonate). The solvent is C(C)(=O)OCC (ethyl acetate), CN(C=O)C (N,N-dimethylformamide). Conditions: temperature 80 celsius, time 11 hour. The product is FC1=CC=C(CNC2=C(C(=O)OC(C)(C)C)C=CC(=C2)C2=CC=CC=C2)C=C1 (tert-butyl 2-(4-fluorobenzylamino)-4-phenylbenzoate). Yield: 34.4%. RXN SMILES: [F:1][C:2]1[CH:9]=[CH:8][C:5]([CH2:6]Cl)=[CH:4][CH:3]=1.[NH2:10][C:11]1[CH:23]=[C:22]([C:24]2[CH:29]=[CH:28][CH:27]=[CH:26][CH:25]=2)[CH:21]=[CH:20][C:12]=1[C:13]([O:15][C:16]([CH3:19])([CH3:18])[CH3:17])=[O:14].C(=O)([O-])[O-].[K+].[K+].[I-].[Na+].Cl>C(OCC)(=O)C.CN(C)C=O>[F:1][C:2]1[CH:9]=[CH:8][C:5]([CH2:6][NH:10][C:11]2[CH:23]=[C:22]([C:24]3[CH:25]=[CH:26][CH:27]=[CH:28][CH:29]=3)[CH:21]=[CH:20][C:12]=2[C:13]([O:15][C:16]([CH3:19])([CH3:18])[CH3:17])=[O:14])=[CH:4][CH:3]=1 |f:2.3.4,5.6|. Procedure: To N,N-dimethylformamide 0.5 mL solution of 4-fluorobenzyl chloride 35 mg were added tert-butyl 2-amino-4-phenylbenzoate 54 mg and potassium carbonate 55 mg at room temperature, and it was stirred at 80° C. for 11 hours. After the reaction mixture was cooled to room temperature, sodium iodide 30 mg was added to it at room temperature, and it was stirred at 80° C. for 4 hours and 40 minutes. After the reaction mixture was cooled to room temperature, ethyl acetate and 1.0 mol/L hydrochloric acid w... Reactants: C1CCOC1, CO, COC(=O)c1ccc(CN2CCCN(Cc3ccc(OCC(F)(F)C(F)(F)F)cc3)CC2)cc1, [Na+], [OH-]. The product is O=C(O)c1ccc(CN2CCCN(Cc3ccc(OCC(F)(F)C(F)(F)F)cc3)CC2)cc1. RXN SMILES: [CH2:35]1[O:36][CH2:37][CH2:38][CH2:39]1.[CH3:42][OH:43].[F:1][C:2]([CH2:3][O:4][c:5]1[cH:6][cH:7][c:8]([CH2:11][N:12]2[CH2:13][CH2:14][N:15]([CH2:19][c:20]3[cH:21][cH:22][c:23]([C:24](=[O:25])[O:26][CH3:27])[cH:28][cH:29]3)[CH2:16][CH2:17][CH2:18]2)[cH:9][cH:10]1)([C:30]([F:31])([F:32])[F:33])[F:34].[Na+:41].[OH-:40]>>[F:1][C:2]([CH2:3][O:4][c:5]1[cH:6][cH:7][c:8]([CH2:11][N:12]2[CH2:13][CH2:14][N:15]([CH2:19][c:20]3[cH:21][cH:22][c:23]([C:24](=[O:25])[OH:26])[cH:28][cH:29]3)[CH2:16][CH2:17][CH2:18]2)[cH:9][cH:10]1)([C:30]([F:31])([F:32])[F:33])[F:34]. Starting materials: ClC=1C(=CC(=C(C(=O)O)C1)OC)NC (5-chloro-2-methoxy-4-(methylamino)-benzoic acid), C(=O)(N1C=NC=C1)N1C=NC=C1 (1,1'-carbonyldiimidazole), N1(CCCCC1)CC1N2CCC(C1N)CC2 (2-(1-piperidylmethyl)-1-azabicyclo[2.2.2]octan-3-amine). Solvent: O1CCCC1 (tetrahydrofuran), O1CCCC1 (tetrahydrofuran). Conditions: time 90 minute. The product is ClC=1C(=CC(=C(C(=O)NC2C(N3CCC2CC3)CN3CCCCC3)C1)OC)NC (5-Chloro-2-methoxy-4-(methylamino)-N-[2-(1-piperidinyl-methyl)-1-azabicyclo[2.2.2]oct-3-yl]benzamide). Isolated yield 85.5%. RXN SMILES: [Cl:1][C:2]1[C:3]([NH:13][CH3:14])=[CH:4][C:5]([O:11][CH3:12])=[C:6]([CH:10]=1)[C:7]([OH:9])=O.C(N1C=CN=C1)(N1C=CN=C1)=O.[N:27]1([CH2:33][CH:34]2[CH:39]([NH2:40])[CH:38]3[CH2:41][CH2:42][N:35]2[CH2:36][CH2:37]3)[CH2:32][CH2:31][CH2:30][CH2:29][CH2:28]1>O1CCCC1>[Cl:1][C:2]1[C:3]([NH:13][CH3:14])=[CH:4][C:5]([O:11][CH3:12])=[C:6]([CH:10]=1)[C:7]([NH:40][CH:39]1[CH:38]2[CH2:37][CH2:36][N:35]([CH2:42][CH2:41]2)[CH:34]1[CH2:33][N:27]1[CH2:28][CH2:29][CH2:30][CH2:31][CH2:32]1)=[O:9]. Procedure: A solution of 5-chloro-2-methoxy-4-(methylamino)-benzoic acid (1.95 g, 9.0 mmoles) in anhydrous tetrahydrofuran (10 ml) was treated with 1,1'-carbonyldiimidazole (1.49 g, 9.2 mmoles), stirred at room temperature for 90 minutes, then added to a cooled (0° C.) solution of 2-(1-piperidylmethyl)-1-azabicyclo[2.2.2]octan-3-amine (2.12 g, 9.5 mmoles) in anhydrous tetrahydrofuran (10 ml) under nitrogen. After 18 hours at room temperature the solution was concentrated in vacuo and partitioned between me... Starting materials: C(C)(C)(C)OC(=O)N[C@H]([C@H](CC(=O)N)O)CC(C)C ((3S,4S)-4-t-butoxycarbonylamino-3-hydroxy-6-methylheptanoic acid amide), Cl (hydrochoric acid). Solvent: O1CCOCC1 (dioxane). Yields the product N[C@H]([C@H](CC(=O)N)O)CC(C)C ((3S,4S)-4-amino-3-hydroxy-6-methylheptanamide). Reaction SMILES: C(OC([NH:8][C@@H:9]([CH2:16][CH:17]([CH3:19])[CH3:18])[C@@H:10]([OH:15])[CH2:11][C:12]([NH2:14])=[O:13])=O)(C)(C)C.Cl>O1CCOCC1>[NH2:8][C@@H:9]([CH2:16][CH:17]([CH3:19])[CH3:18])[C@@H:10]([OH:15])[CH2:11][C:12]([NH2:14])=[O:13]. Reported procedure: Meanwhile, a mixture of 137 mg. (0.5 mmole) of (3S,4S)-4-t-butoxycarbonylamino-3-hydroxy-6-methylheptanoic acid amide and 5 ml. of 6N hydrochoric acid in dioxane was stirred under a nitrogen atmosphere for 20 minutes and then evaporated under reduced pressure to dryness. The residue was dissolved in 2 ml. of dimethylformamide and 0.05 g. of N-methylmorpholine was then added to form a solution of (3S,4S)-4-amino-3-hydroxy-6-methylheptanamide. The reactants are C(C1=CC=CC=C1)OC(=O)N1C2C(N(C(C1CCC2)=O)CCC2=C(C=CC=C2)OC)=O (3-[2-(2-Methoxy-phenyl)-ethyl]-2,4-dioxo-3,9-diaza-bicyclo[3.3.1]nonane-9-carboxylic acid benzyl ester), C(C1=CC=CC=C1)OC(=O)N1C2C(N(C(C1CCC2)=O)CCC2=C(C=CC=C2)OC)=O (3-[2-(2-Methoxy-phenyl)-ethyl]-2,4-dioxo-3,9-diaza-bicyclo[3.3.1]nonane-9-carboxylic acid benzyl ester), [BH4-].[Na+] (NaBH4). Run in CO (methanol). Conditions: temperature 0 celsius, time 10 minute. Yields the product C(C1=CC=CC=C1)OC(=O)N1C2C(N(C(C1CCC2)=O)CCC2=C(C=CC=C2)OC)O (2-Hydroxy-3-[2-(2-methoxy-phenyl)-ethyl]-4-oxo-3,9-diaza-bicyclo[3.3.1]nonane-9-carboxylic Acid Benzyl Ester). The yield is 84.1%. RXN SMILES: [CH2:1]([O:8][C:9]([N:11]1[CH:16]2[CH2:17][CH2:18][CH2:19][CH:12]1[C:13](=[O:31])[N:14]([CH2:21][CH2:22][C:23]1[CH:28]=[CH:27][CH:26]=[CH:25][C:24]=1[O:29][CH3:30])[C:15]2=[O:20])=[O:10])[C:2]1[CH:7]=[CH:6][CH:5]=[CH:4][CH:3]=1.[BH4-].[Na+]>CO>[CH2:1]([O:8][C:9]([N:11]1[CH:12]2[CH2:19][CH2:18][CH2:17][CH:16]1[CH:15]([OH:20])[N:14]([CH2:21][CH2:22][C:23]1[CH:28]=[CH:27][CH:26]=[CH:25][C:24]=1[O:29][CH3:30])[C:13]2=[O:31])=[O:10])[C:2]1[CH:7]=[CH:6][CH:5]=[CH:4][CH:3]=1 |f:1.2|. Procedure details: 3-[2-(2-Methoxy-phenyl)-ethyl]-2,4-dioxo-3,9-diaza-bicyclo[3.3.1]nonane-9-carboxylic acid benzyl ester (Compound 8, 0.77g, 1.82 mmol) was dissolved in methanol (18 mL). The mixture was cooled to 0° C., and NaBH4 (0.14 g, 3.64 mmol) was added in portions from the top. The reaction was stirred for 10 minutes and then carefully quenched with water. MeOH was removed under reduced pressure, and the residue was extracted with EtOAc. The combined organic layers were washed with 10% citric acid (5 mL), ...